Dataset: the Open Reaction Database (ORD), a public repository of structured organic reaction records. Task: describe an organic reaction: reactants, conditions, products, and yield RXN SMILES: [O-2:1].[Mg+2:2].[C:3](=[O:5])=[O:4]>O>[C:3](=[O:1])([OH:5])[O-:4].[Mg+2:2].[C:3](=[O:1])([OH:5])[O-:4] |f:0.1,4.5.6|. The reactants are C(=O)=O (carbon dioxide), magnesia, magnesite, [O-2].[Mg+2] (magnesium oxide), [O-2].[Mg+2] (magnesium oxide). Run in O (water), O (water), O (water). Procedure: A light-burned magnesia, made from calcination of magnesite (Si 3.2 wt %, Fe 0.7 wt %, Al 0.37 wt %) at 900° C. for 2 hours, is hydrated for 2 hours at 80° C. The weight ratio of water to magnesium oxide is 2:1. Then water is added into the mixture to prepare slurry at a weight ratio of water to magnesium oxide of 57:1. After that, carbon dioxide (80 vt %) is introduced into the slurry to react for 2 hours at 20° C. Subsequently, a pure magnesium bicarbonate solution (MgO: 15.3 g/L, Fe: 1.51 ppm... Product: C([O-])(O)=O.[Mg+2].C([O-])(O)=O (magnesium bicarbonate). Reaction conditions: time 2 hour. Reactants: C1(=CC=CC=C1)N(CC(=O)O)C(=O)O (Phenylglycine-o-carboxylic Acid), CC(=O)[O-].[Na+] (NaOAc), CC(=O)OC(=O)C (Ac2O). Solvent: CN(C)C=O (DMF). Product: C(C)(=O)N1C=C(C2=CC=CC=C12)OC(C)=O (1-Acetyl-3-acetoxyindole). Isolated yield 73.7%. As a reaction SMILES: [C:1]1([N:7]([C:12]([OH:14])=O)[CH2:8][C:9]([OH:11])=O)[CH:6]=[CH:5][CH:4]=[CH:3][CH:2]=1.[CH3:15][C:16]([O-:18])=O.[Na+].[CH3:20]C(OC(C)=O)=O>CN(C=O)C>[C:12]([N:7]1[C:1]2[C:2](=[CH:3][CH:4]=[CH:5][CH:6]=2)[C:9]([O:11][C:16](=[O:18])[CH3:15])=[CH:8]1)(=[O:14])[CH3:20] |f:1.2|. Procedure details: To a mixture of phenylglycine-o-carboxylic acid obtained in Example 30 (2.30 g, 11.8 mmol) and NaOAc (3.75 g, 47.1 mmol) in DMF (29 mL) was slowly added Ac2O (11.7 mL, 118 mmol) and the mixture was refluxed for 2 hours. After cooling, the mixture was concentrated to 10 mL, partitioned between H2O (60 mL) and CHCl3 (120 mL), and the aqueous layer was extracted with CHCl3 (3×). The combined organics were washed with Na2CO3 (1 M), H2O, brine and dried (MgSO4). Purification of the crude oil by LPLC,... Reactants: CCOC(=O)CCc1cc(C(=O)c2cc(OCC(C)C)cc(OCC(C)C)c2)ccc1OCC(C)C, CCO, ClC(Cl)Cl, Cl, [Na+], [OH-], O. Yields the product CC(C)COc1cc(OCC(C)C)cc(C(=O)c2ccc(OCC(C)C)c(CCC(=O)O)c2)c1. Reaction SMILES: [CH2:1]([CH:2]([CH3:3])[CH3:4])[O:5][c:6]1[cH:7][c:8]([C:9](=[O:10])[c:11]2[cH:12][cH:13][c:14]([O:24][CH2:25][CH:26]([CH3:27])[CH3:28])[c:15]([CH2:17][CH2:18][C:19](=[O:20])[O:21][CH2:22][CH3:23])[cH:16]2)[cH:29][c:30]([O:32][CH2:33][CH:34]([CH3:35])[CH3:36])[cH:31]1.[CH3:44][CH2:45][OH:46].[CH:39]([Cl:40])([Cl:41])[Cl:42].[ClH:43].[Na+:38].[OH-:37].[OH2:47]>>[CH2:1]([CH:2]([CH3:3])[CH3:4])[O:5][c:6]1[cH:7][c:8]([C:9](=[O:10])[c:11]2[cH:12][cH:13][c:14]([O:24][CH2:25][CH:26]([CH3:27])[CH3:28])[c:15]([CH2:17][CH2:18][C:19](=[O:20])[OH:21])[cH:16]2)[cH:29][c:30]([O:32][CH2:33][CH:34]([CH3:35])[CH3:36])[cH:31]1. Reactants: [H][H] (hydrogen), CC1([C@@H]([C@@H]1C#CC(OCC(F)(F)F)=O)C(=O)O)C ((1R,cis)2,2-dimethyl-3-[3-oxo-3-(2,2,2-trifluoroethoxy)-1-propynyl]-cyclopropane-carboxylic acid), N1=CC=CC2=CC=CC=C12 (quinoline). Reagents/catalysts: [OH-].[Pd+2].[OH-] (palladium hydroxide). Solvent: C(C)(=O)OCC (ethyl acetate), C(C)(=O)OCC (ethyl acetate). The product is CC1([C@@H]([C@@H]1\C=C/C(OCC(F)(F)F)=O)C(=O)O)C ((1R,cis)2,2-dimethyl-3-[(Z)-3-oxo-3-(2,2,2-trifluoro-ethoxy)-1-propenyl]-cyclopropane-carboxylic acid). Yield: 64.5%. RXN SMILES: [H][H].[CH3:3][C:4]1([CH3:20])[C@@H:6]([C:7]#[C:8][C:9](=[O:16])[O:10][CH2:11][C:12]([F:15])([F:14])[F:13])[C@H:5]1[C:17]([OH:19])=[O:18].N1C2C(=CC=CC=2)C=CC=1>[OH-].[Pd+2].[OH-].C(OCC)(=O)C>[CH3:3][C:4]1([CH3:20])[C@@H:6](/[CH:7]=[CH:8]\[C:9](=[O:16])[O:10][CH2:11][C:12]([F:15])([F:13])[F:14])[C@H:5]1[C:17]([OH:19])=[O:18] |f:3.4.5|. Procedure: 500 mg of 10% palladium hydroxide on barium sulfate and 5 ml of ethyl acetate were placed in a round flask connected to a hydrogen apparatus and 2 g of the product of Step C, 45 ml of ethyl acetate and 0.5 ml of quinoline were added thereto. Hydrogenation was carried out until hydrogen absorption ceased and the mixture was filtered. The filtrate was washed with N hydrochloric acid, then with water and evaporated to dryness. The 2 g of residue were chromatographed over silica gel and eluted with ... Starting materials: BrCc1ccccc1, O=C([O-])[O-], COc1ccc(S(=O)(=O)NC(C(=O)O)C(C)C)cc1, CN(C)C=O, [Cs+], [Cs+]. The product is COc1ccc(S(=O)(=O)NC(C(=O)OCc2ccccc2)C(C)C)cc1. As a reaction SMILES: [Br:26][CH2:27][c:28]1[cH:29][cH:30][cH:31][cH:32][cH:33]1.[C:20](=[O:21])([O-:22])[O-:23].[CH3:1][O:2][c:3]1[cH:4][cH:5][c:6]([S:9](=[O:10])(=[O:11])[NH:12][CH:13]([C:14](=[O:15])[OH:16])[CH:17]([CH3:18])[CH3:19])[cH:7][cH:8]1.[CH3:34][N:35]([CH3:36])[CH:37]=[O:38].[Cs+:24].[Cs+:25]>>[CH3:1][O:2][c:3]1[cH:4][cH:5][c:6]([S:9](=[O:10])(=[O:11])[NH:12][CH:13]([C:14]([O:15][CH2:27][c:28]2[cH:29][cH:30][cH:31][cH:32][cH:33]2)=[O:16])[CH:17]([CH3:18])[CH3:19])[cH:7][cH:8]1. Starting materials: Brc1ccc(I)cn1, C1CCOC1, [Li]CCCC, CC(C)=O. The product is CC(C)(O)c1ccc(Br)nc1. RXN SMILES: [Br:1][c:2]1[n:3][cH:4][c:5]([I:8])[cH:6][cH:7]1.[CH2:18]1[O:19][CH2:20][CH2:21][CH2:22]1.[CH2:9]([Li:10])[CH2:11][CH2:12][CH3:13].[CH3:14][C:15]([CH3:16])=[O:17]>>[Br:1][c:2]1[n:3][cH:4][c:5]([C:15]([CH3:14])([CH3:16])[OH:17])[cH:6][cH:7]1.